Dataset: the Open Reaction Database (ORD), a public repository of structured organic reaction records. Task: describe an organic reaction: reactants, conditions, products, and yield Starting materials: COC1=CC=C(CN2CCN(CC2)CC2=CC=C(C=N2)NC(=O)C=2C=CC(=C3C=CC=NC23)C2=C(C(=CC(=C2Cl)OC)OC)Cl)C=C1 (5-(2,6-Dichloro-3,5-dimethoxy-phenyl)-quinoline-8-carboxylic acid {6-[4-(4-methoxy-benzyl)-piperazin-1-ylmethyl]-pyridin-3-yl}-amide). Run in C(Cl)Cl.CO (DCM MeOH). Run at temperature 120 celsius, time 1 hour. Product: N1(CCNCC1)CC1=CC=C(C=N1)NC(=O)C=1C=CC(=C2C=CC=NC12)C1=C(C(=CC(=C1Cl)OC)OC)Cl (5-(2,6-Dichloro-3,5-dimethoxy-phenyl)-quinoline-8-carboxylic acid (6-piperazin-1-ylmethyl-pyridin-3-yl)-amide). As a reaction SMILES: COC1C=CC(C[N:8]2[CH2:13][CH2:12][N:11]([CH2:14][C:15]3[N:20]=[CH:19][C:18]([NH:21][C:22]([C:24]4[CH:25]=[CH:26][C:27]([C:34]5[C:39]([Cl:40])=[C:38]([O:41][CH3:42])[CH:37]=[C:36]([O:43][CH3:44])[C:35]=5[Cl:45])=[C:28]5[C:33]=4[N:32]=[CH:31][CH:30]=[CH:29]5)=[O:23])=[CH:17][CH:16]=3)[CH2:10][CH2:9]2)=CC=1>C(Cl)Cl.CO>[N:11]1([CH2:14][C:15]2[N:20]=[CH:19][C:18]([NH:21][C:22]([C:24]3[CH:25]=[CH:26][C:27]([C:34]4[C:39]([Cl:40])=[C:38]([O:41][CH3:42])[CH:37]=[C:36]([O:43][CH3:44])[C:35]=4[Cl:45])=[C:28]4[C:33]=3[N:32]=[CH:31][CH:30]=[CH:29]4)=[O:23])=[CH:17][CH:16]=2)[CH2:12][CH2:13][NH:8][CH2:9][CH2:10]1 |f:1.2|. Procedure: The title compound was prepared in analogy to the procedure described in Example 105 but using 5-(2,6-dichloro-3,5-dimethoxy-phenyl)-quinoline-8-carboxylic acid (6-piperazin-1-ylmethyl-pyridin-3-yl)-amide (Example 170) and stirring the reaction mixture for 1 h at 120° C. Title compound: ESI-MS: 552.0 [M+H]+; tR=3.57 min (System 1); TLC: Rf=0.12 (DCM/MeOH, 9:1). The reactants are [Al+3], ClCCl, Cl, CCOC(=O)CC(c1ccc(C(F)(F)F)cc1F)c1c[nH]c2c(CSC)cccc12, [H-], [H-], [H-], [H-], [Li+], C1CCOC1. Product: CSCc1cccc2c(C(CCO)c3ccc(C(F)(F)F)cc3F)c[nH]c12. RXN SMILES: [Al+3:32].[Cl:38][CH2:39][Cl:40].[ClH:37].[F:1][c:2]1[c:3]([CH:12]([CH2:13][C:14](=[O:15])[O:16][CH2:17][CH3:18])[c:19]2[cH:20][nH:21][c:22]3[c:23]([CH2:28][S:29][CH3:30])[cH:24][cH:25][cH:26][c:27]23)[cH:4][cH:5][c:6]([C:8]([F:9])([F:10])[F:11])[cH:7]1.[H-:31].[H-:34].[H-:35].[H-:36].[Li+:33].[O:41]1[CH2:42][CH2:43][CH2:44][CH2:45]1>>[F:1][c:2]1[c:3]([CH:12]([CH2:13][CH2:14][OH:15])[c:19]2[cH:20][nH:21][c:22]3[c:23]([CH2:28][S:29][CH3:30])[cH:24][cH:25][cH:26][c:27]23)[cH:4][cH:5][c:6]([C:8]([F:9])([F:10])[F:11])[cH:7]1. The reactants are CCCCCCCCCC=1C=CC(=CC1)O (nonylphenol), [OH-].[Ba+2].[OH-] (barium hydroxide), [OH-].[Ba+2].[OH-] (barium hydroxide). Solvent: C1(=CC=CC=C1)C (toluene), C1(=CC=CC=C1)C (toluene), C1(=CC=CC=C1)C (toluene). Yields the product CCCCCCCCCC1=CC=CC=C1[O-].CCCCCCCCCC1=CC=CC=C1[O-].[Ba+2] (barium nonylphenate). Reaction SMILES: [CH3:1][CH2:2][CH2:3][CH2:4][CH2:5][CH2:6][CH2:7][CH2:8][CH2:9][C:10]1[CH:11]=[CH:12][C:13](O)=[CH:14][CH:15]=1.[OH-:17].[Ba+2:18].[OH-]>C1(C)C=CC=CC=1>[CH3:1][CH2:2][CH2:3][CH2:4][CH2:5][CH2:6][CH2:7][CH2:8][CH2:9][C:10]1[C:11]([O-:17])=[CH:12][CH:13]=[CH:14][CH:15]=1.[CH3:1][CH2:2][CH2:3][CH2:4][CH2:5][CH2:6][CH2:7][CH2:8][CH2:9][C:10]1[C:11]([O-:17])=[CH:12][CH:13]=[CH:14][CH:15]=1.[Ba+2:18] |f:1.2.3,5.6.7|. Procedure details: The barium nonylphenate is prepared by contacting nonylphenol (0.02 mole) and barium hydroxide (0.01 mole of Ba(OH)2) in the presence of 100 cc. of toluene. The mixture is agitated in the hot (60°-80° C.) until the barium hydroxide has entirely disappeared. About half the solvent is evaporated in vacuum so as to carry over all of the water formed and the concentrated solution is then made up to 100 cc. by means of fresh toluene. In this way there is obtained a solution of anhydrous barium nonylp... RXN SMILES: [Cl:1][c:2]1[n:3][c:4]([N:20]2[CH2:21][CH2:22][S:23](=[O:26])[CH2:24][CH2:25]2)[c:5]2[c:6]([n:7]1)[c:8]([N:12]([c:13]1[cH:14][cH:15][cH:16][cH:17][cH:18]1)[CH3:19])[n:9][cH:10][n:11]2.[OH:27][CH2:28][CH2:29][NH2:30]>>[c:2]1([NH:30][CH2:29][CH2:28][OH:27])[n:3][c:4]([N:20]2[CH2:21][CH2:22][S:23](=[O:26])[CH2:24][CH2:25]2)[c:5]2[c:6]([n:7]1)[c:8]([N:12]([c:13]1[cH:14][cH:15][cH:16][cH:17][cH:18]1)[CH3:19])[n:9][cH:10][n:11]2. The product is CN(c1ccccc1)c1ncnc2c(N3CCS(=O)CC3)nc(NCCO)nc12. The reactants are CN(c1ccccc1)c1ncnc2c(N3CCS(=O)CC3)nc(Cl)nc12, NCCO. The reactants are COC(=O)COc1ccccc1N(C)C(=O)c1ccc(Cl)c(-c2cnc(Cl)cc2C)c1, CO, N. The product is Cc1cc(Cl)ncc1-c1cc(C(=O)N(C)c2ccccc2OCC(N)=O)ccc1Cl. As a reaction SMILES: [CH3:1][O:2][C:3]([CH2:4][O:5][c:6]1[c:7]([N:12]([CH3:13])[C:14]([c:15]2[cH:16][c:17](-[c:22]3[cH:23][n:24][c:25]([Cl:29])[cH:26][c:27]3[CH3:28])[c:18]([Cl:21])[cH:19][cH:20]2)=[O:30])[cH:8][cH:9][cH:10][cH:11]1)=[O:31].[CH3:33][OH:34].[NH3:32]>>[C:3]([CH2:4][O:5][c:6]1[c:7]([N:12]([CH3:13])[C:14]([c:15]2[cH:16][c:17](-[c:22]3[cH:23][n:24][c:25]([Cl:29])[cH:26][c:27]3[CH3:28])[c:18]([Cl:21])[cH:19][cH:20]2)=[O:30])[cH:8][cH:9][cH:10][cH:11]1)(=[O:31])[NH2:32].